This data is from the Open Reaction Database (ORD), a public repository of structured organic reaction records. The task is: describe an organic reaction: reactants, conditions, products, and yield Starting materials: Nc1cc(O)c(Cl)cc1F, COc1cc2nncc(Cl)c2cc1OC, Cl. The product is Cl, COc1cc2nncc(Nc3cc(O)c(Cl)cc3F)c2cc1OC. Reaction SMILES: [Cl:17][c:18]1[cH:19][c:20]([F:26])[c:21]([NH2:22])[cH:23][c:24]1[OH:25].[Cl:2][c:3]1[cH:4][n:5][n:6][c:7]2[cH:8][c:9]([O:15][CH3:16])[c:10]([O:13][CH3:14])[cH:11][c:12]12.[ClH:1]>>[ClH:2].[c:3]1([NH:22][c:21]2[c:20]([F:26])[cH:19][c:18]([Cl:17])[c:24]([OH:25])[cH:23]2)[cH:4][n:5][n:6][c:7]2[cH:8][c:9]([O:15][CH3:16])[c:10]([O:13][CH3:14])[cH:11][c:12]12. The product is [N+](=O)([O-])C1=CC2=C(N=C(S2)N2CCC(C(=O)O)CC2)C=C1 (N-(6-Nitrobenzothiazol-2-yl)isonipecotic acid). The solvent is C(C)O (ethanol). As a reaction SMILES: [N+:1]([C:4]1[CH:23]=[CH:22][C:7]2[N:8]=[C:9]([N:11]3[CH2:21][CH2:20][CH:14]([C:15]([O:17]CC)=[O:16])[CH2:13][CH2:12]3)[S:10][C:6]=2[CH:5]=1)([O-:3])=[O:2].[OH-].[Na+].Cl>C(O)C>[N+:1]([C:4]1[CH:23]=[CH:22][C:7]2[N:8]=[C:9]([N:11]3[CH2:12][CH2:13][CH:14]([C:15]([OH:17])=[O:16])[CH2:20][CH2:21]3)[S:10][C:6]=2[CH:5]=1)([O-:3])=[O:2] |f:1.2|. Procedure: 106 g of the ethyl N-(6-nitrobenzothiazol-2-yl)isonipecotate obtained in the Preparation Example 10 was dissolved in 300 ml of ethanol. 150 ml of 5M sodium hydroxide aqueous solution was added to the solution and the mixture was heated for 3 h. The reaction mixture was poured into dilute hydrochloric acid and precipitates thus formed were recovered by filtration, washed with water and then with ether, and dried to give 96 g of the titled compound. Starting materials: [N+](=O)([O-])C1=CC2=C(N=C(S2)N2CCC(C(=O)OCC)CC2)C=C1 (ethyl N-(6-nitrobenzothiazol-2-yl)isonipecotate), [OH-].[Na+] (sodium hydroxide), Cl (hydrochloric acid). Isolated yield 98.8%.